From a dataset of the Open Reaction Database (ORD), a public repository of structured organic reaction records. describe an organic reaction: reactants, conditions, products, and yield The reactants are O=C([O-])[O-], O=Cc1cnccc1Cl, [Cu], [K+], [K+], CN(C)C=O, Oc1ccccc1. The product is O=Cc1cnccc1Oc1ccccc1. Reaction SMILES: [C:8](=[O:9])([O-:10])[O-:11].[Cl:14][c:15]1[c:16]([CH:21]=[O:22])[cH:17][n:18][cH:19][cH:20]1.[Cu:28].[K+:12].[K+:13].[O:23]=[CH:24][N:25]([CH3:26])[CH3:27].[OH:1][c:2]1[cH:3][cH:4][cH:5][cH:6][cH:7]1>>[O:1]([c:2]1[cH:3][cH:4][cH:5][cH:6][cH:7]1)[c:15]1[c:16]([CH:21]=[O:22])[cH:17][n:18][cH:19][cH:20]1. The reactants are solution, Cl (hydrogen chloride), COC=1C=C(C=C(C1)OC)CCCCC1=C(OCC(CN(C)C)O)C=CC=C1 (1-{2-[4-(3,5-dimethoxyphenyl)butyl]phenoxy}-3-dimethylamino-2-propanol). Run in O1CCOCC1 (dioxane), C(C)(=O)OCC (ethyl acetate). Product: Cl.COC=1C=C(C=C(C1)OC)CCCCC1=C(OCC(CN(C)C)O)C=CC=C1 (1-{2-[4-(3,5 -Dimethoxyphenyl)butyl]phenoxy}-3-dimethylamino-2-propanol hydrochloride). Reaction SMILES: [ClH:1].[CH3:2][O:3][C:4]1[CH:5]=[C:6]([CH2:12][CH2:13][CH2:14][CH2:15][C:16]2[CH:29]=[CH:28][CH:27]=[CH:26][C:17]=2[O:18][CH2:19][CH:20]([OH:25])[CH2:21][N:22]([CH3:24])[CH3:23])[CH:7]=[C:8]([O:10][CH3:11])[CH:9]=1>O1CCOCC1.C(OCC)(=O)C>[ClH:1].[CH3:11][O:10][C:8]1[CH:7]=[C:6]([CH2:12][CH2:13][CH2:14][CH2:15][C:16]2[CH:29]=[CH:28][CH:27]=[CH:26][C:17]=2[O:18][CH2:19][CH:20]([OH:25])[CH2:21][N:22]([CH3:23])[CH3:24])[CH:5]=[C:4]([O:3][CH3:2])[CH:9]=1 |f:4.5|. Procedure details: Following a procedure similar to that described in Example 1(c), 2 ml of a 4N solution of hydrogen chloride in dioxane were added to a solution of 0.29 g of 1-{2-[4-(3,5-dimethoxyphenyl)butyl]phenoxy}-3-dimethylamino-2-propanol [prepared as described in step (b) above] in ethyl acetate. The solvent was then removed by distillation under reduced pressure, and the resulting residue was dried in vacuo, to give 320 mg of the title compound as a colorless oil.